This data is from the Open Reaction Database (ORD), a public repository of structured organic reaction records. The task is: describe an organic reaction: reactants, conditions, products, and yield Starting materials: CCO, COc1ccc(C#CCCO)cc1OC, [H][H]. Yields the product COc1ccc(CCCCO)cc1OC. RXN SMILES: [CH3:18][CH2:19][OH:20].[CH3:1][O:2][c:3]1[cH:4][c:5]([C:11]#[C:12][CH2:13][CH2:14][OH:15])[cH:6][cH:7][c:8]1[O:9][CH3:10].[H:16][H:17]>>[CH3:1][O:2][c:3]1[cH:4][c:5]([CH2:11][CH2:12][CH2:13][CH2:14][OH:15])[cH:6][cH:7][c:8]1[O:9][CH3:10]. Starting materials: N[C@@H]1CC[C@H](CC1)NC(=O)C1=CNC2=C1N=CN=C2C2=C(C=CC=1OCOC12)OCC1CC1 (trans-4-(5-cyclopropylmethoxy-benzo[1,3]dioxol-4-yl)-5H-pyrrolo[3,2-d]pyrimidine-7-carboxylic acid (4-amino-cyclohexyl)-amide), C(C)(=O)Cl (acetyl chloride). Yields the product C(C)(=O)N[C@@H]1CC[C@H](CC1)NC(=O)C1=CNC2=C1N=CN=C2C2=C(C=CC=1OCOC12)OCC1CC1 (trans-4-(5-Cyclopropylmethoxy-benzo[1,3]dioxol-4-yl)-5H-pyrrolo[3,2-d]pyrimidine-7-carboxylic acid (4-acetylamino-cyclohexyl)-amide). RXN SMILES: [NH2:1][C@H:2]1[CH2:7][CH2:6][C@H:5]([NH:8][C:9]([C:11]2[C:15]3[N:16]=[CH:17][N:18]=[C:19]([C:20]4[C:28]5[O:27][CH2:26][O:25][C:24]=5[CH:23]=[CH:22][C:21]=4[O:29][CH2:30][CH:31]4[CH2:33][CH2:32]4)[C:14]=3[NH:13][CH:12]=2)=[O:10])[CH2:4][CH2:3]1.[C:34](Cl)(=[O:36])[CH3:35]>>[C:34]([NH:1][C@H:2]1[CH2:7][CH2:6][C@H:5]([NH:8][C:9]([C:11]2[C:15]3[N:16]=[CH:17][N:18]=[C:19]([C:20]4[C:28]5[O:27][CH2:26][O:25][C:24]=5[CH:23]=[CH:22][C:21]=4[O:29][CH2:30][CH:31]4[CH2:33][CH2:32]4)[C:14]=3[NH:13][CH:12]=2)=[O:10])[CH2:4][CH2:3]1)(=[O:36])[CH3:35]. Procedure details: Starting from trans-4-(5-cyclopropylmethoxy-benzo[1,3]dioxol-4-yl)-5H-pyrrolo[3,2-d]pyrimidine-7-carboxylic acid (4-amino-cyclohexyl)-amide (example A140) and acetyl chloride the title compound is obtained as colorless solid. Reactants: CC(C)CN(Cc1cc(Br)cs1)S(=O)(=O)c1ccccc1Cl, CC(C)(C)NS(=O)(=O)c1cccc(B(O)O)c1, O=C([O-])[O-], [Na+], [Na+], C1COCCO1, O. Yields the product CC(C)CN(Cc1cc(-c2cccc(S(=O)(=O)NC(C)(C)C)c2)cs1)S(=O)(=O)c1ccccc1Cl. Reaction SMILES: [Br:1][c:2]1[cH:3][c:4]([CH2:7][N:8]([S:9](=[O:10])(=[O:11])[c:12]2[c:13]([Cl:18])[cH:14][cH:15][cH:16][cH:17]2)[CH2:19][CH:20]([CH3:21])[CH3:22])[s:5][cH:6]1.[C:23]([CH3:24])([CH3:25])([CH3:26])[NH:27][S:28](=[O:29])(=[O:30])[c:31]1[cH:32][c:33]([B:37]([OH:38])[OH:39])[cH:34][cH:35][cH:36]1.[C:40](=[O:41])([O-:42])[O-:43].[Na+:44].[Na+:45].[O:47]1[CH2:48][CH2:49][O:50][CH2:51][CH2:52]1.[OH2:46]>>[c:2]1(-[c:33]2[cH:32][c:31]([S:28]([NH:27][C:23]([CH3:24])([CH3:25])[CH3:26])(=[O:29])=[O:30])[cH:36][cH:35][cH:34]2)[cH:3][c:4]([CH2:7][N:8]([S:9](=[O:10])(=[O:11])[c:12]2[c:13]([Cl:18])[cH:14][cH:15][cH:16][cH:17]2)[CH2:19][CH:20]([CH3:21])[CH3:22])[s:5][cH:6]1.